From a dataset of the Open Reaction Database (ORD), a public repository of structured organic reaction records. describe an organic reaction: reactants, conditions, products, and yield Reactants: CO, C=Cc1c(-c2cc(-c3ccncc3)nnc2OC)[nH]c2ccccc12, [Pd]. Product: CCc1c(-c2cc(-c3ccncc3)nnc2OC)[nH]c2ccccc12. Reaction SMILES: [CH3:1][OH:2].[CH3:3][O:4][c:5]1[n:6][n:7][c:8](-[c:22]2[cH:23][cH:24][n:25][cH:26][cH:27]2)[cH:9][c:10]1-[c:11]1[nH:12][c:13]2[cH:14][cH:15][cH:16][cH:17][c:18]2[c:19]1[CH:20]=[CH2:21].[Pd:28]>>[CH3:3][O:4][c:5]1[n:6][n:7][c:8](-[c:22]2[cH:23][cH:24][n:25][cH:26][cH:27]2)[cH:9][c:10]1-[c:11]1[nH:12][c:13]2[cH:14][cH:15][cH:16][cH:17][c:18]2[c:19]1[CH2:20][CH3:21]. Starting materials: CC=1NC2=CC=CC=C2C1 (2-methylindole), ClC=1C(C=C(C(C1)=O)Cl)=O (2,5-dichloro-1,4-benzoquinone), C(#N)C1=C(C(=O)C(=C(C1=O)Cl)Cl)C#N (DDQ), Cl (HCl). Run in C1CCOC1 (THF), CCOC(=O)C (EtOAc). Run at time 5 hour. Yields the product ClC=1C(C=C(C(C1C1=C(NC2=CC=CC=C12)C)=O)Cl)=O (2,5-dichloro-3-(2-methyl-1H-indol-3-yl)-[1,4]benzoquinone). Isolated yield 96.9%. RXN SMILES: [CH3:1][C:2]1[NH:3][C:4]2[C:9]([CH:10]=1)=[CH:8][CH:7]=[CH:6][CH:5]=2.[Cl:11][C:12]1[C:13](=[O:20])[CH:14]=[C:15]([Cl:19])[C:16](=[O:18])[CH:17]=1.Cl.C(C1C(=O)C(Cl)=C(Cl)C(=O)C=1C#N)#N>C1COCC1.CCOC(C)=O>[Cl:11][C:12]1[C:13](=[O:20])[CH:14]=[C:15]([Cl:19])[C:16](=[O:18])[C:17]=1[C:10]1[C:9]2[C:4](=[CH:5][CH:6]=[CH:7][CH:8]=2)[NH:3][C:2]=1[CH3:1]. Procedure: To a solution of 2-methylindole (0.500 g, 3.81 mmol) in THF (30 mL) was added 2,5-dichloro-1,4-benzoquinone (1.35 g, 7.62 mmol) at room temperature. To this mixture was added concentrated HCl (12 N, 0.38 mL, 4.57 mmol) dropwise. After the reaction mixture was stirred for 5 hours (5 h–12 h) at room temperature, DDQ (1.73 g, 7.62 mmol) was added. After stirring for 3 hours (3 h–12 h) at room temperature, the mixture was diluted with EtOAc (100 mL). The organic solution was washed with saturated Na... The reactants are O=C1NCCOCCOCCNC(COC1)=O (5,9-dioxo-1,7,13-trioxa-4,10-diazacyclopentadecane), [H-].[H-].[H-].[H-].[Li+].[Al+3] (LiAlH4). Solvent: O1CCCC1 (tetrahydrofuran), O1CCCC1 (tetrahydrofuran). The product is O1CCNCCOCCNCCOCC1 (1,7,13-Trioxa-4,10-diazacyclopentadecane). Isolated yield 89.0%. RXN SMILES: O=[C:2]1[CH2:16][O:15][CH2:14][C:13](=O)[NH:12][CH2:11][CH2:10][O:9][CH2:8][CH2:7][O:6][CH2:5][CH2:4][NH:3]1.[H-].[H-].[H-].[H-].[Li+].[Al+3]>O1CCCC1>[O:6]1[CH2:7][CH2:8][O:9][CH2:10][CH2:11][NH:12][CH2:13][CH2:14][O:15][CH2:16][CH2:2][NH:3][CH2:4][CH2:5]1 |f:1.2.3.4.5.6|. Procedure details: A solution of 15.7 g. of the diamide obtained in Example 40 in 300 ml. hot anhydrous tetrahydrofuran is slowly added to a mixture of 50 ml. anhydrous tetrahydrofuran and 15 g. LiAlH4 while stirring over a period of 1.5 hours. After the addition is completed, the mixture is stirred under reflux and under a nitrogen atmosphere for twenty hours. After cooling to room temperature the excess reagent is destroyed by adding a mixture (45 ml.) of water and THF (1:2), followed by 15 ml. NaOH 15% and 45 m... Starting materials: CS(=O)(=O)OCCCCCC=Cc1cccc(Br)c1, O=C([O-])[O-], CN(C)P(=O)(N(C)C)N(C)C, [K+], [K+], CCOC(=O)CCc1ccc(N)cc1, O. Product: CCOC(=O)CCc1ccc(NCCCCCC=Cc2cccc(Br)c2)cc1. Reaction SMILES: [Br:15][c:16]1[cH:17][c:18]([CH:22]=[CH:23][CH2:24][CH2:25][CH2:26][CH2:27][CH2:28][O:29][S:30]([CH3:31])(=[O:32])=[O:33])[cH:19][cH:20][cH:21]1.[C:34](=[O:35])([O-:36])[O-:37].[CH3:40][N:41]([P:42]([N:43]([CH3:44])[CH3:45])([N:46]([CH3:47])[CH3:48])=[O:49])[CH3:50].[K+:38].[K+:39].[NH2:1][c:2]1[cH:3][cH:4][c:5]([CH2:6][CH2:7][C:8](=[O:9])[O:10][CH2:11][CH3:12])[cH:13][cH:14]1.[OH2:51]>>[NH:1]([c:2]1[cH:3][cH:4][c:5]([CH2:6][CH2:7][C:8](=[O:9])[O:10][CH2:11][CH3:12])[cH:13][cH:14]1)[CH2:28][CH2:27][CH2:26][CH2:25][CH2:24][CH:23]=[CH:22][c:18]1[cH:17][c:16]([Br:15])[cH:21][cH:20][cH:19]1. Starting materials: ClC(=CC=C(C)C)Cl (1,1-dichloro-4-methyl-1,3-pentadiene), ClC(C(=O)O)(Cl)Cl (perchloroacetic acid), O (water). The solvent is C(Cl)Cl (methylene chloride). Conditions: time 15 hour. Product: ClC(=CC1C(C)(C)O1)Cl (1,1-dichloro-3,4-epoxy-4-methyl-1-pentene). The yield is 101.8%. Reaction SMILES: [Cl:1][C:2]([Cl:8])=[CH:3][CH:4]=[C:5]([CH3:7])[CH3:6].ClC(Cl)(Cl)C(O)=[O:12].O>C(Cl)Cl>[Cl:1][C:2]([Cl:8])=[CH:3][CH:4]1[O:12][C:5]1([CH3:7])[CH3:6]. Procedure details: To 30.6 g (0.2 mole) of 1,1-dichloro-4-methyl-1,3-pentadiene in 400 ml methylene chloride were added 0.35 mole of technical perchloroacetic acid containing 1.0 g sodium acetate at a temperature of 10°-20° C. over a period of 20 minutes. After stirring for 15 hours, the reaction mixture was poured into 500 ml of water. The phases were separated and the aqueous phase extracted twice with 150 ml of methylene chloride. The organic phases were combined and washed with 10% aqueous sodium carbonate (2×... The reactants are [Br-], [Br-], O=C(O)C(O)(c1ccccc1)C1CCCC1, O=C(C[N+]12CCC(CC1)C(O)C2)Nc1cnccn1, O=C(C[N+]12CCC(CC1)C(O)C2)Nc1ccon1. The product is [Br-], O=C(C[N+]12CCC(CC1)C(OC(=O)C(O)(c1ccccc1)C1CCCC1)C2)Nc1cnccn1. Reaction SMILES: [Br-:1].[Br-:20].[CH:40]1([C:45]([C:46](=[O:47])[OH:48])([c:49]2[cH:50][cH:51][cH:52][cH:53][cH:54]2)[OH:55])[CH2:41][CH2:42][CH2:43][CH2:44]1.[OH:21][CH:22]1[CH2:23][N+:24]2([CH2:30][C:31]([NH:32][c:33]3[n:34][cH:35][cH:36][n:37][cH:38]3)=[O:39])[CH2:25][CH2:26][CH:27]1[CH2:28][CH2:29]2.[OH:2][CH:3]1[CH:4]2[CH2:5][CH2:6][N+:7]([CH2:8][C:9](=[O:10])[NH:11][c:12]3[cH:13][cH:14][o:15][n:16]3)([CH2:17][CH2:18]2)[CH2:19]1>>[Br-:1].[O:21]([CH:22]1[CH2:23][N+:24]2([CH2:30][C:31]([NH:32][c:33]3[n:34][cH:35][cH:36][n:37][cH:38]3)=[O:39])[CH2:25][CH2:26][CH:27]1[CH2:28][CH2:29]2)[C:46]([C:45]([CH:40]1[CH2:41][CH2:42][CH2:43][CH2:44]1)([c:49]1[cH:50][cH:51][cH:52][cH:53][cH:54]1)[OH:55])=[O:47].